From a dataset of the Open Reaction Database (ORD), a public repository of structured organic reaction records. describe an organic reaction: reactants, conditions, products, and yield Yields the product O=C1NC(NC2=CC=C(C=C12)C(=O)OCC)C(Cl)(Cl)Cl (ethyl 1,2-dihydro-4-oxo-2-trichloromethylquinazoline-6-carboxylate). The reactants are O=C1NC(NC2=CC=C(C=C12)C(=O)O)C(Cl)(Cl)Cl (1,2-dihydro-4-oxo-2-trichloromethylquinazoline-6-carboxylic acid), S(O)(O)(=O)=O (sulphuric acid), C(C)O (ethanol). Procedure: 1,2-dihydro-4-oxo-2-trichloromethylquinazoline-6-carboxylic acid (0.5 g.), ethanol (6 ml.) and concentrated sulphuric acid (3 ml.) were heated together under reflux on a steam bath for 1.5 hours. The reaction mixture was filtered, and the filtrate was poured onto a minimum quantity of ice. The precipitate thus produced was filtered off, washed with water and dried, to give ethyl 1,2-dihydro-4-oxo-2-trichloromethylquinazoline-6-carboxylate, m.p. 243°-244° C. RXN SMILES: [O:1]=[C:2]1[C:11]2[C:6](=[CH:7][CH:8]=[C:9]([C:12]([OH:14])=[O:13])[CH:10]=2)[NH:5][CH:4]([C:15]([Cl:18])([Cl:17])[Cl:16])[NH:3]1.S(=O)(=O)(O)O.[CH2:24](O)[CH3:25]>>[O:1]=[C:2]1[C:11]2[C:6](=[CH:7][CH:8]=[C:9]([C:12]([O:14][CH2:24][CH3:25])=[O:13])[CH:10]=2)[NH:5][CH:4]([C:15]([Cl:18])([Cl:16])[Cl:17])[NH:3]1.